Dataset: the Open Reaction Database (ORD), a public repository of structured organic reaction records. Task: describe an organic reaction: reactants, conditions, products, and yield The reactants are [Al+3], C1CCOC1, O=C(C1CCC(O)(c2ccc(Cl)cc2)CC1)N1CCCC(COc2ccc(C(F)(F)F)cc2)C1, [H-], [H-], [H-], [H-], [Li+], [Na+], O, O=S(=O)([O-])O. The product is OC1(c2ccc(Cl)cc2)CCC(CN2CCCC(COc3ccc(C(F)(F)F)cc3)C2)CC1. RXN SMILES: [Al+3:43].[CH2:48]1[O:49][CH2:50][CH2:51][CH2:52]1.[Cl:8][c:9]1[cH:10][cH:11][c:12]([C:15]2([OH:41])[CH2:16][CH2:17][CH:18]([C:21](=[O:22])[N:23]3[CH2:24][CH:25]([CH2:29][O:30][c:31]4[cH:32][cH:33][c:34]([C:37]([F:38])([F:39])[F:40])[cH:35][cH:36]4)[CH2:26][CH2:27][CH2:28]3)[CH2:19][CH2:20]2)[cH:13][cH:14]1.[H-:42].[H-:45].[H-:46].[H-:47].[Li+:44].[Na+:6].[OH2:7].[S:1](=[O:2])(=[O:3])([OH:4])[O-:5]>>[Cl:8][c:9]1[cH:10][cH:11][c:12]([C:15]2([OH:41])[CH2:16][CH2:17][CH:18]([CH2:21][N:23]3[CH2:24][CH:25]([CH2:29][O:30][c:31]4[cH:32][cH:33][c:34]([C:37]([F:38])([F:39])[F:40])[cH:35][cH:36]4)[CH2:26][CH2:27][CH2:28]3)[CH2:19][CH2:20]2)[cH:13][cH:14]1. Starting materials: O[C@@H]1[C@@H](N([C@@H](C1)C)C(=O)OCC1=CC=CC=C1)C (benzyl (2S,3S,5R)-3-hydroxy-2,5-dimethylpyrrolidine-1-carboxylate), C[N+]1(CCOCC1)[O-] (4-methylmorpholine N-oxide), 4A, powder. Reagents/catalysts: [Ru](=O)(=O)(=O)[O-].C(CC)[N+](CCC)(CCC)CCC (tetrapropylammonium perruthenate). Run in C(C)#N (acetonitrile). Conditions: time 2 hour. Yields the product C[C@@H]1N([C@@H](CC1=O)C)C(=O)OCC1=CC=CC=C1 (benzyl (2S,5R)-2,5-dimethyl-3-oxopyrrolidine-1-carboxylate). Yield: 100.8%. Reaction SMILES: [OH:1][C@H:2]1[CH2:6][C@@H:5]([CH3:7])[N:4]([C:8]([O:10][CH2:11][C:12]2[CH:17]=[CH:16][CH:15]=[CH:14][CH:13]=2)=[O:9])[C@H:3]1[CH3:18].C[N+]1([O-])CCOCC1>C(#N)C.[Ru]([O-])(=O)(=O)=O.C([N+](CCC)(CCC)CCC)CC>[CH3:18][C@H:3]1[C:2](=[O:1])[CH2:6][C@@H:5]([CH3:7])[N:4]1[C:8]([O:10][CH2:11][C:12]1[CH:17]=[CH:16][CH:15]=[CH:14][CH:13]=1)=[O:9] |f:3.4|. Reported procedure: To a solution (20 mL) of benzyl (2S,3S,5R)-3-hydroxy-2,5-dimethylpyrrolidine-1-carboxylate (1.30 g) in acetonitrile were added tetrapropylammonium perruthenate (92 mg), 4-methylmorpholine N-oxide (1.22 g) and molecular sieves 4A powder (1.32 g), and the mixture was stirred at room temperature for 2 hr. The reaction mixture was concentrated, the residue was suspended in ethyl acetate and filtered through celite. The filtrate was concentrated under reduced pressure, and the residue was purified by... Starting materials: CCS(=O)(=O)N1CCNCC1, CCOc1ccc(C(C)(C)C#N)cc1C1=NC(c2ccc(Cl)cc2)C(c2ccc(Cl)cc2)N1C(=O)Cl. Yields the product CCOc1ccc(C(C)(C)C#N)cc1C1=NC(c2ccc(Cl)cc2)C(c2ccc(Cl)cc2)N1C(=O)N1CCN(S(=O)(=O)CC)CC1. As a reaction SMILES: [CH2:37]([CH3:38])[S:39](=[O:40])(=[O:41])[N:42]1[CH2:43][CH2:44][NH:45][CH2:46][CH2:47]1.[Cl:1][c:2]1[cH:3][cH:4][c:5]([CH:8]2[N:9]=[C:10]([c:23]3[c:24]([O:34][CH2:35][CH3:36])[cH:25][cH:26][c:27]([C:29]([CH3:30])([CH3:31])[C:32]#[N:33])[cH:28]3)[N:11]([C:20](=[O:21])[Cl:22])[CH:12]2[c:13]2[cH:14][cH:15][c:16]([Cl:19])[cH:17][cH:18]2)[cH:6][cH:7]1>>[Cl:1][c:2]1[cH:3][cH:4][c:5]([CH:8]2[N:9]=[C:10]([c:23]3[c:24]([O:34][CH2:35][CH3:36])[cH:25][cH:26][c:27]([C:29]([CH3:30])([CH3:31])[C:32]#[N:33])[cH:28]3)[N:11]([C:20](=[O:21])[N:45]3[CH2:44][CH2:43][N:42]([S:39]([CH2:37][CH3:38])(=[O:40])=[O:41])[CH2:47][CH2:46]3)[CH:12]2[c:13]2[cH:14][cH:15][c:16]([Cl:19])[cH:17][cH:18]2)[cH:6][cH:7]1. Reactants: C1CCOC1, CO, CCOc1ccc(Cc2nc3cc(C(=O)OC)cnc3n2CC2CC2)cc1, [Na+], [OH-]. The product is CCOc1ccc(Cc2nc3cc(C(=O)O)cnc3n2CC2CC2)cc1. Reaction SMILES: [CH2:30]1[O:31][CH2:32][CH2:33][CH2:34]1.[CH3:35][OH:36].[CH:1]1([CH2:4][n:5]2[c:6]([CH2:18][c:19]3[cH:20][cH:21][c:22]([O:25][CH2:26][CH3:27])[cH:23][cH:24]3)[n:7][c:8]3[c:9]2[n:10][cH:11][c:12]([C:14](=[O:15])[O:16][CH3:17])[cH:13]3)[CH2:2][CH2:3]1.[Na+:29].[OH-:28]>>[CH:1]1([CH2:4][n:5]2[c:6]([CH2:18][c:19]3[cH:20][cH:21][c:22]([O:25][CH2:26][CH3:27])[cH:23][cH:24]3)[n:7][c:8]3[c:9]2[n:10][cH:11][c:12]([C:14](=[O:15])[OH:16])[cH:13]3)[CH2:2][CH2:3]1.